This data is from the Open Reaction Database (ORD), a public repository of structured organic reaction records. The task is: describe an organic reaction: reactants, conditions, products, and yield Starting materials: BrC=1C=NN2C1N=CC(=C2)Cl (3-bromo-6-chloropyrazolo[1,5-a]pyrimidine), COC(=O)C=1SC=C(C1)B1OC(C(O1)(C)C)(C)C (methyl-4-(4,4,5,5,-tetramethyl-1,3,2-dioxaborolan-2-yl)-thiophene-2-carboxylate), triphenylphosphine Pd(0), C([O-])([O-])=O.[Na+].[Na+] (sodium carbonate), [OH-].[K+] (KOH), methyl ester, Cl (HCl). Run in C1CCOC1 (THF), CO (MeOH), CO (MeOH), CO (methanol), ClCCl (dichloromethane), O (water), CN(C)C=O (DMF). Product: ClC=1C=NC=2N(C1)N=CC2C=2C=C(SC2)C(=O)O (4-(6-Chloropyrazolo[1,5-a]-pyrimidin-3-yl)-thiophene-2-carboxylic acid). Yield: 69.3%. As a reaction SMILES: Br[C:2]1[CH:3]=[N:4][N:5]2[CH:10]=[C:9]([Cl:11])[CH:8]=[N:7][C:6]=12.C[O:13][C:14]([C:16]1[S:17][CH:18]=[C:19](B2OC(C)(C)C(C)(C)O2)[CH:20]=1)=[O:15].C(=O)([O-])[O-].[Na+].[Na+].[OH-].[K+].Cl>C1COCC1.CO.ClCCl.O.CN(C=O)C>[Cl:11][C:9]1[CH:8]=[N:7][C:6]2[N:5]([N:4]=[CH:3][C:2]=2[C:19]2[CH:20]=[C:16]([C:14]([OH:15])=[O:13])[S:17][CH:18]=2)[CH:10]=1 |f:2.3.4,5.6|. Procedure details: To a sealed tube containing DMF (3 mL) and water (1 mL) was added 3-bromo-6-chloropyrazolo[1,5-a]pyrimidine (150 mg, 0.645 mmol), methyl-4-(4,4,5,5,-tetramethyl-1,3,2-dioxaborolan-2-yl)-thiophene-2-carboxylate (216 mg, 0.807 mmol), Biotage polymer-bound triphenylphosphine-Pd(0), and sodium carbonate (85 mg, 0.807 mmol). The reaction flask was backfilled with nitrogen gas three times and irradiated in the microwave at 110° C. for 1 h. The solution was allowed to cool to room temperature, and a 1:... The reactants are N1CCNCC1 (piperazine), ClC1=CC=C(C=C1)[C@@H](CN(C(OC(C)(C)C)=O)C(C)C)C(=O)N1CCN(CC1)C=1C2=C(N=CN1)[C@@H](C[C@H]2C)O (tert-butyl ((S)-2-(4-chlorophenyl)-3-(4-((5R,7R)-7-hydroxy-5-methyl-6,7-dihydro-5H-cyclopenta[d]pyrimidin-4-yl)piperazin-1-yl)-3-oxopropyl)(isopropyl)carbamate), Cl (HCl), N1CCNCC1 (piperazine). Run in C(CC)O (1-propanol), C(CC)O (1-propanol), C(CC)O (1-propanol). Product: Cl.ClC1=CC=C(C=C1)[C@H](C(=O)N1CCN(CC1)C=1C2=C(N=CN1)[C@@H](C[C@H]2C)O)CNC(C)C ((S)-2-(4-chlorophenyl)-1-(4-((5R,7R)-7-hydroxy-5-methyl-6,7-dihydro-5H-cyclopenta[d]pyrimidin-4-yl)piperazin-1-yl)-3-(isopropylamino)propan-1-one monohydrochloride). RXN SMILES: [Cl:1][C:2]1[CH:7]=[CH:6][C:5]([C@H:8]([C:21]([N:23]2[CH2:28][CH2:27][N:26]([C:29]3[C:30]4[C@H:37]([CH3:38])[CH2:36][C@@H:35]([OH:39])[C:31]=4[N:32]=[CH:33][N:34]=3)[CH2:25][CH2:24]2)=[O:22])[CH2:9][N:10]([CH:18]([CH3:20])[CH3:19])C(=O)OC(C)(C)C)=[CH:4][CH:3]=1.Cl.N1CCNCC1>C(O)CC>[ClH:1].[Cl:1][C:2]1[CH:7]=[CH:6][C:5]([C@@H:8]([CH2:9][NH:10][CH:18]([CH3:20])[CH3:19])[C:21]([N:23]2[CH2:24][CH2:25][N:26]([C:29]3[C:30]4[C@H:37]([CH3:38])[CH2:36][C@@H:35]([OH:39])[C:31]=4[N:32]=[CH:33][N:34]=3)[CH2:27][CH2:28]2)=[O:22])=[CH:4][CH:3]=1 |f:4.5|. Procedure details: To a solution of tert-butyl ((S)-2-(4-chlorophenyl)-3-(4-((5R,7R)-7-hydroxy-5-methyl-6,7-dihydro-5H-cyclopenta[d]pyrimidin-4-yl)piperazin-1-yl)-3-oxopropyl)(isopropyl)carbamate (50 g) in 1-propanol (128 g) was added HCl in 1-propanol (45.2 g, 5.5N). The solution was heated until complete deprotection. The solution was cooled to room temperature and then a solution of piperazine (7.3 g) in 1-propanol (36.5 g) was added dropwise. The resulting solid piperazine.HCl was filtered off and the filtrate... Isolated yield 46.6%. Yields the product BrCC1=C(C=CC(=C1)OC)[N+](=O)[O-] (2-Bromomethyl-4-methoxy-1-nitro-benzene). Procedure: The reaction apparatus consisted of a 50-mL single-necked round-bottom flask equipped with a water-jacketed condensor, magnetic stirrer, and an argon-filled balloon. A solution of 5-methoxy-2-nitrotoluene (0.25 g, 1.50 mmol), carbon tetrachloride (25 mL), a catalytic amount of benzoyl peroxide (25 mg, 0.83 mmol), and N-bromosuccinimide (0.32 g, 1.8 mmol) were added to the reaction flask. The mixture was refluxed and irradiated under a 90-watt lamp (GE watt-miser light bulb, 130 V, 1000 hrs) for ... The reactants are COC=1C=CC(=C(C1)C)[N+](=O)[O-] (5-methoxy-2-nitrotoluene), C(C1=CC=CC=C1)(=O)OOC(C1=CC=CC=C1)=O (benzoyl peroxide), BrN1C(CCC1=O)=O (N-bromosuccinimide), O (water). As a reaction SMILES: O.[CH3:2][O:3][C:4]1[CH:5]=[CH:6][C:7]([N+:11]([O-:13])=[O:12])=[C:8]([CH3:10])[CH:9]=1.C(OOC(=O)C1C=CC=CC=1)(=O)C1C=CC=CC=1.[Br:32]N1C(=O)CCC1=O>C(Cl)(Cl)(Cl)Cl>[Br:32][CH2:10][C:8]1[CH:9]=[C:4]([O:3][CH3:2])[CH:5]=[CH:6][C:7]=1[N+:11]([O-:13])=[O:12]. Solvent: C(Cl)(Cl)(Cl)Cl (carbon tetrachloride). Starting materials: CC(=O)O, Cc1cccc(Nc2nccc(-c3ccc(N)s3)n2)c1, O=Cc1ccccn1. Product: Cc1cccc(Nc2nccc(-c3ccc(NCc4ccccn4)s3)n2)c1. As a reaction SMILES: [C:29]([OH:30])(=[O:31])[CH3:32].[NH2:1][c:2]1[cH:3][cH:4][c:5](-[c:7]2[n:8][c:9]([NH:13][c:14]3[cH:15][c:16]([CH3:20])[cH:17][cH:18][cH:19]3)[n:10][cH:11][cH:12]2)[s:6]1.[n:21]1[c:22]([CH:27]=[O:28])[cH:23][cH:24][cH:25][cH:26]1>>[NH:1]([c:2]1[cH:3][cH:4][c:5](-[c:7]2[n:8][c:9]([NH:13][c:14]3[cH:15][c:16]([CH3:20])[cH:17][cH:18][cH:19]3)[n:10][cH:11][cH:12]2)[s:6]1)[CH2:27][c:22]1[n:21][cH:26][cH:25][cH:24][cH:23]1. Starting materials: N1(CCOCC1)C(=O)N1CC(CC(C1)C1=CC=C(C=C1)OC(F)(F)F)C(=O)O (1-(Morpholin-4-ylcarbonyl)-5-[4-(trifluoromethoxy)phenyl]piperidine-3-carboxylic acid), FC1=CC=C(C=C1)CC(N)=NO (2-(4-fluorophenyl)-N′hydroxyethanimidamide). The product is FC1=CC=C(CC2=NOC(=N2)C2CN(CC(C2)C2=CC=C(C=C2)OC(F)(F)F)C(=O)N2CCOCC2)C=C1 (4-({3-[3-(4-Fluorobenzyl)-1,2,4-oxadiazol-5-yl]-5-[4-(trifluoromethoxy)phenyl]piperidin-1-yl}carbonyl)morpholine). As a reaction SMILES: [N:1]1([C:7]([N:9]2[CH2:14][CH:13]([C:15]3[CH:20]=[CH:19][C:18]([O:21][C:22]([F:25])([F:24])[F:23])=[CH:17][CH:16]=3)[CH2:12][CH:11]([C:26](O)=[O:27])[CH2:10]2)=[O:8])[CH2:6][CH2:5][O:4][CH2:3][CH2:2]1.[F:29][C:30]1[CH:35]=[CH:34][C:33]([CH2:36][C:37](=[N:39]O)[NH2:38])=[CH:32][CH:31]=1>>[F:29][C:30]1[CH:31]=[CH:32][C:33]([CH2:36][C:37]2[N:38]=[C:26]([CH:11]3[CH2:12][CH:13]([C:15]4[CH:16]=[CH:17][C:18]([O:21][C:22]([F:24])([F:23])[F:25])=[CH:19][CH:20]=4)[CH2:14][N:9]([C:7]([N:1]4[CH2:6][CH2:5][O:4][CH2:3][CH2:2]4)=[O:8])[CH2:10]3)[O:27][N:39]=2)=[CH:34][CH:35]=1. Procedure details: 80 mg (0.20 mmol) of 1-(morpholin-4-ylcarbonyl)-5-[4-(trifluoromethoxy)phenyl]piperidine-3-carboxylic acid (Example 44A) and 37 mg (0.22 mmol, 1.1 eq.) of 2-(4-fluorophenyl)-N′hydroxyethanimidamide were reacted according to the General Method 1. Yield: 61 mg (57% of theory) The reactants are CC(C)CBr, O=C([O-])[O-], CC#N, [K+], [K+], N#Cc1c[nH]nc1N. Product: CC(C)Cn1cc(C#N)c(N)n1. As a reaction SMILES: [Br:9][CH2:10][CH:11]([CH3:12])[CH3:13].[C:14](=[O:15])([O-:16])[O-:17].[CH3:20][C:21]#[N:22].[K+:18].[K+:19].[NH2:1][c:2]1[n:3][nH:4][cH:5][c:6]1[C:7]#[N:8]>>[NH2:1][c:2]1[n:3][n:4]([CH2:10][CH:11]([CH3:12])[CH3:13])[cH:5][c:6]1[C:7]#[N:8]. The reactants are COC(=O)c1cccc(S)c1, C[O-], CCOC(C)=O, CO, O=[N+]([O-])c1ccc(Cl)cc1, [Na+], C1CCOC1. Yields the product COC(=O)c1cccc(Sc2ccc([N+](=O)[O-])cc2)c1. As a reaction SMILES: [CH3:1][O:2][C:3]([c:4]1[cH:5][c:6]([SH:10])[cH:7][cH:8][cH:9]1)=[O:11].[CH3:22][O-:23].[CH3:25][CH2:26][O:27][C:28](=[O:29])[CH3:30].[CH3:36][OH:37].[Cl:12][c:13]1[cH:14][cH:15][c:16]([N+:19](=[O:20])[O-:21])[cH:17][cH:18]1.[Na+:24].[O:31]1[CH2:32][CH2:33][CH2:34][CH2:35]1>>[CH3:1][O:2][C:3]([c:4]1[cH:5][c:6]([S:10][c:13]2[cH:14][cH:15][c:16]([N+:19](=[O:20])[O-:21])[cH:17][cH:18]2)[cH:7][cH:8][cH:9]1)=[O:11].